This data is from the Open Reaction Database (ORD), a public repository of structured organic reaction records. The task is: describe an organic reaction: reactants, conditions, products, and yield The reactants are C([O-])(O)=O.[Na+] (sodium bicarbonate), C(C)(=O)OC(C)=O (Acetic anhydride), NC=1C=C(C=CC1)C1=CN(C2=CC(=CC=C12)C1=CC=C(C=C1)OC)C1=CC(=NC=N1)NC (6-(3-(3-aminophenyl)-6-(4-methoxyphenyl)-1H-indol-1-yl)-N-methylpyrimidin-4-amine), N1=CC=CC=C1 (pyridine). Solvent: C(Cl)Cl (methylene chloride). Run at time 1 hour. The product is COC1=CC=C(C=C1)C1=CC=C2C(=CN(C2=C1)C1=NC=NC(=C1)NC)C=1C=C(C=CC1)NC(C)=O (N-(3-(6-(4-methoxyphenyl)-1-(6-(methylamino)pyrimidin-4-yl)-1H-indol-3-yl)phenyl)acetamide). Yield: 45.6%. Reaction SMILES: [C:1](OC(=O)C)(=[O:3])[CH3:2].[NH2:8][C:9]1[CH:10]=[C:11]([C:15]2[C:23]3[C:18](=[CH:19][C:20]([C:24]4[CH:29]=[CH:28][C:27]([O:30][CH3:31])=[CH:26][CH:25]=4)=[CH:21][CH:22]=3)[N:17]([C:32]3[N:37]=[CH:36][N:35]=[C:34]([NH:38][CH3:39])[CH:33]=3)[CH:16]=2)[CH:12]=[CH:13][CH:14]=1.N1C=CC=CC=1.C(=O)(O)[O-].[Na+]>C(Cl)Cl>[CH3:31][O:30][C:27]1[CH:26]=[CH:25][C:24]([C:20]2[CH:19]=[C:18]3[C:23]([C:15]([C:11]4[CH:10]=[C:9]([NH:8][C:1](=[O:3])[CH3:2])[CH:14]=[CH:13][CH:12]=4)=[CH:16][N:17]3[C:32]3[CH:33]=[C:34]([NH:38][CH3:39])[N:35]=[CH:36][N:37]=3)=[CH:22][CH:21]=2)=[CH:29][CH:28]=1 |f:3.4|. Procedure details: Acetic anhydride (20.3 μL, 0.214 mmol) was added to a mixture solution of 6-(3-(3-aminophenyl)-6-(4-methoxyphenyl)-1H-indol-1-yl)-N-methylpyrimidin-4-amine (30 mg, 0.071 mmol) and pyridine (28.7 μL, 0.355 mmol) in methylene chloride (2 mL) at room temperature. After stirring for 1 hour at room temperature, the reaction solution was added to saturated sodium bicarbonate aqueous solution and then extracted with ethyl acetate. The collected organic layer was washed with brine and concentrated under... Starting materials: ClC1=NC=NC(=N1)Cl (2,4-dichloro-1,3,5-triazine), CN(C)C=O (DMF), C(C)N(C(C)C)C(C)C (N-ethyl-N-isopropylpropan-2-amine), NC=1C(=C(C(=O)N)C=CC1)C (3-amino-2-methylbenzamide), ClC1=NC(=NC=N1)NC=1C(=C(C(=O)N)C=CC1)C (3-(4-chloro-1,3,5-triazin-2-ylamino)-2-methylbenzamide), CC=1C=C(C=CC1C)N1CCNCC1 (1-(3,4-dimethylphenyl)piperazine). The solvent is O (Water). Reaction conditions: temperature 0 celsius, time 1 hour. Product: CC=1C=C(C=CC1C)N1CCN(CC1)C1=NC(=NC=N1)NC=1C(=C(C(=O)N)C=CC1)C (3-(4-(4-(3,4-dimethyl-phenyl)piperazin-1-yl)-1,3,5-triazin-2-ylamino)-2-methylbenzamide). Isolated yield 56.0%. RXN SMILES: ClC1N=C(Cl)N=CN=1.CN(C=O)C.C(N(C(C)C)C(C)C)C.NC1C(C)=C(C=CC=1)C(N)=O.Cl[C:35]1[N:40]=[CH:39][N:38]=[C:37]([NH:41][C:42]2[C:43]([CH3:51])=[C:44]([CH:48]=[CH:49][CH:50]=2)[C:45]([NH2:47])=[O:46])[N:36]=1.[CH3:52][C:53]1[CH:54]=[C:55]([N:60]2[CH2:65][CH2:64][NH:63][CH2:62][CH2:61]2)[CH:56]=[CH:57][C:58]=1[CH3:59]>O>[CH3:52][C:53]1[CH:54]=[C:55]([N:60]2[CH2:61][CH2:62][N:63]([C:35]3[N:40]=[CH:39][N:38]=[C:37]([NH:41][C:42]4[C:43]([CH3:51])=[C:44]([CH:48]=[CH:49][CH:50]=4)[C:45]([NH2:47])=[O:46])[N:36]=3)[CH2:64][CH2:65]2)[CH:56]=[CH:57][C:58]=1[CH3:59]. Reported procedure: To a solution of 2,4-dichloro-1,3,5-triazine (50.0 mg, 0.333 mmol) in DMF (1334 μL, 0.333 mmol) was added N-ethyl-N-isopropylpropan-2-amine (174 μL, 1.000 mmol). The reaction mixture was cooled in an ice-water bath prior to the addition of 3-amino-2-methylbenzamide (50.1 mg, 0.333 mmol). The reaction mixture was stirred for 1 h at 0° C. at which time LC-MS revealed complete conversion to 3-(4-chloro-1,3,5-triazin-2-ylamino)-2-methylbenzamide. To this yellow solution was added 1-(3,4-dimethylphen... The reactants are N1=CC(=CC=C1)CN (pyridin-3-ylmethanamine), FC=1C=C(CN2C(N(C[C@H]2C)C=2SC(=C(N2)C)C(=O)O)=O)C=C(C1)F ((R)-2-(3-(3,5-difluorobenzyl)-4-methyl-2-oxoimidazolidin-1-yl)-4-methylthiazole-5-carboxylic acid), CC1=CC(=NO1)CN ((5-methylisoxazol-3-yl)methanamine), FC1=CC=C(CN2C(N(C[C@@H]2C)C=2SC(=C(N2)C)C(=O)O)=O)C=C1 ((S)-2-(3-(4-fluorobenzyl)-4-methyl-2-oxoimidazolidin-1-yl)-4-methylthiazole-5-carboxylic acid). The product is FC=1C=C(CN2C(N(C[C@H]2C)C=2SC(=C(N2)C)C(=O)NCC2=NOC(=C2)C)=O)C=C(C1)F ((R)-2-(3-(3,5-difluorobenzyl)-4-methyl-2-oxoimidazolidin-1-yl)-4-methyl-N-((5-methylisoxazol-3-yl)methyl)thiazole-5-carboxamide). RXN SMILES: N1C=CC=C(CN)C=1.[CH3:9][C:10]1[O:14][N:13]=[C:12]([CH2:15][NH2:16])[CH:11]=1.FC1C=CC(CN2[C@@H](C)CN(C3SC(C(O)=O)=C(C)N=3)C2=O)=CC=1.[F:41][C:42]1[CH:43]=[C:44]([CH:62]=[C:63]([F:65])[CH:64]=1)[CH2:45][N:46]1[C@H:50]([CH3:51])[CH2:49][N:48]([C:52]2[S:53][C:54]([C:58](O)=[O:59])=[C:55]([CH3:57])[N:56]=2)[C:47]1=[O:61]>>[F:65][C:63]1[CH:62]=[C:44]([CH:43]=[C:42]([F:41])[CH:64]=1)[CH2:45][N:46]1[C@H:50]([CH3:51])[CH2:49][N:48]([C:52]2[S:53][C:54]([C:58]([NH:16][CH2:15][C:12]3[CH:11]=[C:10]([CH3:9])[O:14][N:13]=3)=[O:59])=[C:55]([CH3:57])[N:56]=2)[C:47]1=[O:61]. Procedure details: Following the procedure as described in Example 2, making variations as required to replace pyridin-3-ylmethanamine with (5-methylisoxazol-3-yl)methanamine and replace (S)-2-(3-(4-fluorobenzyl)-4-methyl-2-oxoimidazolidin-1-yl)-4-methylthiazole-5-carboxylic acid with (R)-2-(3-(3,5-difluorobenzyl)-4-methyl-2-oxoimidazolidin-1-yl)-4-methylthiazole-5-carboxylic acid, the title compound was obtained as a white solid: mp 63-66° C. (diethyl ether); 1H NMR (300 MHz, DMSO-d6) δ 8.50 (t, J=5.4 Hz, 1H), 7.... Starting materials: nitro, FC1=C(OC2=C3C(=NC=C2)C=C(S3)C=3N=CN(C3)C(C)C)C=CC(=C1)[N+](=O)[O-] (7-(2-Fluoro-4-nitrophenoxy)-2-(1-isopropyl-1H-imidazol-4-yl)thieno[3,2-b]pyridine), [BH4-].[Na+] (NaBH4). The reagents and catalysts are Cl[Ni]Cl (NiCl2). The solvent is CO.C1CCOC1 (MeOH THF). Conditions: time 1 hour. Yields the product FC=1C=C(N)C=CC1OC1=C2C(=NC=C1)C=C(S2)C=2N=CN(C2)C(C)C (3-Fluoro-4-(2-(1-isopropyl-1H-imidazol-4-yl)thieno[3,2-b]pyridin-7-yloxy)aniline). The yield is 244.1%. As a reaction SMILES: [F:1][C:2]1[CH:25]=[C:24]([N+:26]([O-])=O)[CH:23]=[CH:22][C:3]=1[O:4][C:5]1[CH:10]=[CH:9][N:8]=[C:7]2[CH:11]=[C:12]([C:14]3[N:15]=[CH:16][N:17]([CH:19]([CH3:21])[CH3:20])[CH:18]=3)[S:13][C:6]=12.[BH4-].[Na+]>CO.C1COCC1.Cl[Ni]Cl>[F:1][C:2]1[CH:25]=[C:24]([CH:23]=[CH:22][C:3]=1[O:4][C:5]1[CH:10]=[CH:9][N:8]=[C:7]2[CH:11]=[C:12]([C:14]3[N:15]=[CH:16][N:17]([CH:19]([CH3:21])[CH3:20])[CH:18]=3)[S:13][C:6]=12)[NH2:26] |f:1.2,3.4|. Procedure: To a solution of the nitro compound 124 (1.47 g, 3.68 mmol) in MeOH/THF (50 ml/50 mL) was added NiCl2×6H2O (1.75 g, 7.37 mmol) and NaBH4 (550 mg, 14.75 mmol). The reaction mixture was allowed to stir for 1 hr then concentrated to dryness and the resultant solid was dissolved in 2 M HCl. The acidic solution was then made basic with aqueous ammonium hydroxide solution and extracted with EtOAc. The organic extract was dried over anhydrous sodium sulfate, filtered and evaporated The residue was puri... The reactants are O.O.O.[Cl-].FC1=CC=2C=CC3=[N+](C2C=C1)C=C1N3C=3C=CC(=CC3C=C1)C (3-fluoro-10-methylimidazo[1,2-a:-3,4-a']diquinolin-15-ium chloride trihydrate), CN1C(CCC1)=O (N-methyl-2-pyrrolidinone), N1CCCC1 (pyrrolidine). Run in C(C)(=O)OCC (ethyl acetate). Conditions: time 3 hour. Yields the product [Cl-].CC1=CC=2C=CC=3N(C2C=C1)C1=[N+](C=2C=CC(=CC2C=C1)N1CCCC1)C3 (10-methyl-3-(1-pyrrolidinyl)-imidazo[1,2-a:3,4-a']diquinolin-15-ium chloride). Reaction SMILES: O.O.O.[Cl-:4].F[C:6]1[CH:15]=[CH:14][C:13]2[N+:12]3[CH:16]=[C:17]4[CH:26]=[CH:25][C:24]5[CH:23]=[C:22]([CH3:27])[CH:21]=[CH:20][C:19]=5[N:18]4[C:11]=3[CH:10]=[CH:9][C:8]=2[CH:7]=1.C[N:29]1[CH2:33][CH2:32][CH2:31][C:30]1=O.N1CCCC1>C(OCC)(=O)C>[Cl-:4].[CH3:27][C:22]1[CH:21]=[CH:20][C:19]2[N:18]3[C:11]4[CH:10]=[CH:9][C:8]5[CH:7]=[C:6]([N:29]6[CH2:33][CH2:32][CH2:31][CH2:30]6)[CH:15]=[CH:14][C:13]=5[N+:12]=4[CH:16]=[C:17]3[CH:26]=[CH:25][C:24]=2[CH:23]=1 |f:0.1.2.3.4,8.9|. Procedure: A stirred mixture of 219.5 g. of 3-fluoro-10-methylimidazo[1,2-a:-3,4-a']diquinolin-15-ium chloride trihydrate and 580 ml. of N-methyl-2-pyrrolidinone is heated to 150° C. and 144 ml. of pyrrolidine is added over a 2 minute period. The mixture is heated and stirred at reflux (132°-140° C.) for 40 minutes, allowed to cool, and then is diluted with 2 l. of ethyl acetate. The precipitated solid is collected by filtration, washed with ethyl acetate, dried and dissolved in 1.6 l. of methanol. The met... Starting materials: ClC=1C=C(C=CC1Cl)NC1=NC2=C(C=C(C=C2C(=N1)O)[N+](=O)[O-])C=O (2-((3,4-dichlorophenyl)amino)-4-hydroxy-6-nitroquinazoline-8-carbaldehyde), C(C)(C)(C)C(=O)C=P(C1=CC=CC=C1)(C1=CC=CC=C1)C1=CC=CC=C1 (t-butylcarbonylmethylenetriphenylphosphorane), CO (methanol). The solvent is O1CCCC1 (tetrahydrofuran), ClCCl (dichloromethane). Reaction conditions: time 3 hour. The product is ClC=1C=C(C=CC1Cl)NC1=NC2=C(C=C(C=C2C(=N1)O)[N+](=O)[O-])C=CC(=O)O (3-(2-((3,4-Dichlorophenyl)amino)-4-hydroxy-6-nitroquinazolin-8-yl)propenoic acid). Reaction SMILES: [Cl:1][C:2]1[CH:3]=[C:4]([NH:9][C:10]2[N:19]=[C:18]([OH:20])[C:17]3[C:12](=[C:13]([CH:24]=O)[CH:14]=[C:15]([N+:21]([O-:23])=[O:22])[CH:16]=3)[N:11]=2)[CH:5]=[CH:6][C:7]=1[Cl:8].C([C:30]([CH:32]=P(C1C=CC=CC=1)(C1C=CC=CC=1)C1C=CC=CC=1)=[O:31])(C)(C)C.C[OH:53]>ClCCl.O1CCCC1>[Cl:1][C:2]1[CH:3]=[C:4]([NH:9][C:10]2[N:19]=[C:18]([OH:20])[C:17]3[C:12](=[C:13]([CH:24]=[CH:32][C:30]([OH:53])=[O:31])[CH:14]=[C:15]([N+:21]([O-:23])=[O:22])[CH:16]=3)[N:11]=2)[CH:5]=[CH:6][C:7]=1[Cl:8]. Procedure: A suspension of 2-((3,4-dichlorophenyl)amino)-4-hydroxy-6-nitroquinazoline-8-carbaldehyde (250 mg) and t-butylcarbonylmethylenetriphenylphosphorane (274 mg) in dichloromethane (15 mL) was stirred at room temperature for 3 h. The resulting solution was concentrated and the residue was dissolved in tetrahydrofuran (10 mL). Hydrochloric acid (1 N, 4 mL) was added, and the reaction was stirred at room temperature for 0.5 h. The solution was then evaporated to afford a brown solid, which was suspende... Starting materials: CO, N, [NH4+], Oc1c(Cl)cccc1Cl, N#C[S-]. Yields the product N#CSc1cc(Cl)c(O)c(Cl)c1. Reaction SMILES: [CH3:15][OH:16].[NH3:14].[NH4+:13].[OH:1][c:2]1[c:3]([Cl:4])[cH:5][cH:6][cH:7][c:8]1[Cl:9].[S-:10][C:11]#[N:12]>>[OH:1][c:2]1[c:3]([Cl:4])[cH:5][c:6]([S:10][C:11]#[N:12])[cH:7][c:8]1[Cl:9].